This data is from the Open Reaction Database (ORD), a public repository of structured organic reaction records. The task is: describe an organic reaction: reactants, conditions, products, and yield The reactants are BrC1=C(C=CC2=CN(N=C12)C)C (7-bromo-2,6-dimethyl-2H-indazole), C(#N)[Cu] (CuCN), O (water). The solvent is CN1CCCC1=O (NMP). Reaction conditions: temperature 130 celsius. The product is CN1N=C2C(=C(C=CC2=C1)C)C#N (2,6-dimethyl-2H-indazole-7-carbonitrile). Isolated yield 40.0%. As a reaction SMILES: Br[C:2]1[C:10]2[C:6](=[CH:7][N:8]([CH3:11])[N:9]=2)[CH:5]=[CH:4][C:3]=1[CH3:12].[C:13]([Cu])#[N:14].O>CN1C(=O)CCC1>[CH3:11][N:8]1[CH:7]=[C:6]2[C:10]([C:2]([C:13]#[N:14])=[C:3]([CH3:12])[CH:4]=[CH:5]2)=[N:9]1. Procedure: To a solution of 7-bromo-2,6-dimethyl-2H-indazole (1 equiv.) in NMP, was added CuCN (2 equiv.) and heated at 130° C. for 16 h. On completion, water was added to quench the reaction, solid precipitated was filtered and purified by column chromatography to afford the title compound (40-60% yield) Reactants: O=C([O-])O, CC(=O)c1c(C)[nH]c(Br)c1C, COCCOC, [Na+], O, OB(O)c1ccncc1. Yields the product CC(=O)c1c(C)[nH]c(-c2ccncc2)c1C. As a reaction SMILES: [C:13](=[O:14])([OH:15])[O-:16].[C:1]([CH3:2])(=[O:3])[c:4]1[c:5]([CH3:11])[nH:6][c:7]([Br:10])[c:8]1[CH3:9].[CH2:27]([CH2:28][O:29][CH3:30])[O:31][CH3:32].[Na+:17].[OH2:12].[n:18]1[cH:19][cH:20][c:21]([B:24]([OH:25])[OH:26])[cH:22][cH:23]1>>[C:1]([CH3:2])(=[O:3])[c:4]1[c:5]([CH3:11])[nH:6][c:7](-[c:21]2[cH:20][cH:19][n:18][cH:23][cH:22]2)[c:8]1[CH3:9]. The reactants are BrC=1C(=C(C(=O)OCC)C(=CC1)CSC1=CC=CC=C1)OC (ethyl 3-bromo-6-(phenylthiomethyl)-2-methoxybenzoate), COC1=C(C=CC=C1)S (2-methoxythiophenol), BrC=1C(=C(C(=O)OC)C(=CC1)CBr)OC (methyl 3-bromo-6-bromomethyl-2-methoxybenzoate), BrC=1C(=C(C(=O)OC)C(=CC1)CBr)OC (methyl 3-bromo-6-bromomethyl-2-methoxybenzoate). Yields the product BrC=1C(=C(C(=O)OC)C(=CC1)CSC1=C(C=CC=C1)OC)OC (Methyl 3-bromo-2-methoxy-6-(2-methoxyphenylthiomethyl)benzoate). Reaction SMILES: [Br:1][C:2]1[C:3]([O:21][CH3:22])=[C:4]([C:10]([CH2:13][S:14][C:15]2[CH:20]=[CH:19][CH:18]=[CH:17][CH:16]=2)=[CH:11][CH:12]=1)[C:5]([O:7][CH2:8]C)=[O:6].BrC1C(OC)=C(C(CBr)=CC=1)[C:27](OC)=[O:28].COC1C=CC=CC=1S>>[Br:1][C:2]1[C:3]([O:21][CH3:22])=[C:4]([C:10]([CH2:13][S:14][C:15]2[CH:20]=[CH:19][CH:18]=[CH:17][C:16]=2[O:28][CH3:27])=[CH:11][CH:12]=1)[C:5]([O:7][CH3:8])=[O:6]. Procedure details: Prepared by proceeding in a similar manner to Intermediate 73, starting from methyl 3-bromo-6-bromomethyl-2-methoxybenzoate (Intermediate 89) and 2-methoxythiophenol. Starting materials: BrCC1=CC=C(C=C1)C(F)(F)F (1-(bromomethyl)-4-(trifluoromethyl)benzene), C(C1=CC=CC=C1)NC(=O)C=1SC(=CC1C)N1C(C=C(C=C1)O)=O (N-benzyl-5-(4-hydroxy-2-oxopyridin-1(2H)-yl)-3-methylthiophene-2-carboxamide). Yields the product C(C1=CC=CC=C1)NC(=O)C=1SC(=CC1C)N1C(C=C(C=C1)OCC1=CC=C(C=C1)C(F)(F)F)=O (N-Benzyl-3-methyl-5-(2-oxo-4-(4-(trifluoromethyl)benzyloxy)pyridin-1(2H)-yl)thiophene-2-carboxamide). Yield: 42.0%. Reaction SMILES: Br[CH2:2][C:3]1[CH:8]=[CH:7][C:6]([C:9]([F:12])([F:11])[F:10])=[CH:5][CH:4]=1.[CH2:13]([NH:20][C:21]([C:23]1[S:24][C:25]([N:29]2[CH:34]=[CH:33][C:32]([OH:35])=[CH:31][C:30]2=[O:36])=[CH:26][C:27]=1[CH3:28])=[O:22])[C:14]1[CH:19]=[CH:18][CH:17]=[CH:16][CH:15]=1>>[CH2:13]([NH:20][C:21]([C:23]1[S:24][C:25]([N:29]2[CH:34]=[CH:33][C:32]([O:35][CH2:2][C:3]3[CH:8]=[CH:7][C:6]([C:9]([F:12])([F:11])[F:10])=[CH:5][CH:4]=3)=[CH:31][C:30]2=[O:36])=[CH:26][C:27]=1[CH3:28])=[O:22])[C:14]1[CH:15]=[CH:16][CH:17]=[CH:18][CH:19]=1. Procedure details: Following the procedure as described in Example 9, making variations only as required to use 1-(bromomethyl)-4-(trifluoromethyl)benzene in place of 2-cyclopropylethyl 4-methylbenzenesulfonate to react with N-benzyl-5-(4-hydroxy-2-oxopyridin-1(2H)-yl)-3-methylthiophene-2-carboxamide, the title compound was obtained as a colorless solid in 42% yield: mp 225-227° C.; 1H NMR (300 MHz, DMSO-d6) δ 8.56 (t, J=6.0 Hz, 1H), 8.18 (d, J=7.9 Hz, 1H), 7.80 (d, J=8.2 Hz, 2H), 7.68 (d, J=8.1 Hz, 2H), 7.37-7.20... Reported procedure: Preparation according to procedures 4a and 3 with the use of 2,4-dichloro-5-iodopyrimidine, n-propanol and 4,4,5,5-tetramethyl-2-(2-thienyl)-1,3,2-dioxaborolane. RXN SMILES: [Cl:1][C:2]1[N:7]=[C:6](Cl)[C:5](I)=[CH:4][N:3]=1.CC1(C)C(C)(C)OB([C:18]2[S:19][CH:20]=[CH:21][CH:22]=2)O1.[CH2:24]([OH:27])[CH2:25][CH3:26]>>[Cl:1][C:2]1[N:7]=[C:6]([O:27][CH2:24][CH2:25][CH3:26])[C:5]([C:18]2[S:19][CH:20]=[CH:21][CH:22]=2)=[CH:4][N:3]=1. Product: ClC1=NC=C(C(=N1)OCCC)C=1SC=CC1 (2-Chloro-4-propoxy-5-thiophen-2-yl-pyrimidine). Starting materials: ClC1=NC=C(C(=N1)Cl)I (2,4-dichloro-5-iodopyrimidine), CC1(OB(OC1(C)C)C=1SC=CC1)C (4,4,5,5-tetramethyl-2-(2-thienyl)-1,3,2-dioxaborolane), C(CC)O (n-propanol).